This data is from the Open Reaction Database (ORD), a public repository of structured organic reaction records. The task is: describe an organic reaction: reactants, conditions, products, and yield Reactants: CCO, CCOC(=O)Nc1ccc2c(c1)OCC1(CO2)CN(C(C)C)C(=O)O1. The product is CCOC(=O)Nc1ccc2c(c1)OCC(O)(CNC(C)C)CO2. As a reaction SMILES: [CH3:26][CH2:27][OH:28].[CH:1]([CH3:2])([CH3:3])[N:4]1[C:5](=[O:25])[O:6][C:7]2([CH2:8]1)[CH2:9][O:10][c:11]1[c:12]([cH:15][cH:16][c:17]([NH:19][C:20](=[O:21])[O:22][CH2:23][CH3:24])[cH:18]1)[O:13][CH2:14]2>>[CH:1]([CH3:2])([CH3:3])[NH:4][CH2:8][C:7]1([OH:6])[CH2:9][O:10][c:11]2[c:12]([cH:15][cH:16][c:17]([NH:19][C:20](=[O:21])[O:22][CH2:23][CH3:24])[cH:18]2)[O:13][CH2:14]1.